Task: describe an organic reaction: reactants, conditions, products, and yield. Dataset: the Open Reaction Database (ORD), a public repository of structured organic reaction records RXN SMILES: [CH2:1]([N:8]1[CH2:12][CH2:11][C:10]2([CH2:16][CH2:15][NH:14][CH2:13]2)[CH2:9]1)[C:2]1[CH:7]=[CH:6][CH:5]=[CH:4][CH:3]=1.Cl[C:18]1[CH:27]=[CH:26][C:21]([C:22]([O:24][CH3:25])=[O:23])=[CH:20][N:19]=1.C([O-])([O-])=O.[K+].[K+].CCOC(C)=O>CS(C)=O>[CH2:1]([N:8]1[CH2:12][CH2:11][C:10]2([CH2:13][N:14]([C:18]3[CH:27]=[CH:26][C:21]([C:22]([O:24][CH3:25])=[O:23])=[CH:20][N:19]=3)[CH2:15][CH2:16]2)[CH2:9]1)[C:2]1[CH:3]=[CH:4][CH:5]=[CH:6][CH:7]=1 |f:2.3.4|. Reaction conditions: temperature 150 celsius, time 20 minute. Reported procedure: A mixture of 2-benzyl-2,7-diazaspiro[4.4]nonane (1.00 g, 4.68 mmol), methyl 6-chloronicotinate (800 mg, 4.68 mmol) and K2CO3 (700 mg, 5.07 mmol) in 5 mL of DMSO was stirred under microwave irradiation for 20 min at a temperature of 150° C. The mixture was poured into EtOAc and washed with sat'd NaHCO3, dried (Na2SO4), filtered and concentrated, giving methyl 6-(7-benzyl-2,7-diazaspiro[4.4]non-2-yl)nicotinate. A bottle containing a suspension of the benzyl amine and 20% Pd(OH)2/C (600 mg, 0.857 m... Yields the product C(C1=CC=CC=C1)N1CC2(CCN(C2)C2=NC=C(C(=O)OC)C=C2)CC1 (methyl 6-(7-benzyl-2,7-diazaspiro[4.4]non-2-yl)nicotinate). The solvent is CS(=O)C (DMSO). Starting materials: CCOC(=O)C (EtOAc), C(C1=CC=CC=C1)N1CC2(CC1)CNCC2 (2-benzyl-2,7-diazaspiro[4.4]nonane), ClC1=NC=C(C(=O)OC)C=C1 (methyl 6-chloronicotinate), C(=O)([O-])[O-].[K+].[K+] (K2CO3). Starting materials: C(#N)C1=CC2=C(OC(C=C2N2C(C=C(C=C2)C(CCO[Si](C)(C)C(C)(C)C)O)=O)(C)C)C=C1 (6-cyano-2,2-dimethyl-4-{1,2-dihydro-2-oxo-4-(1-hydroxy-3-t-butyldimethylsilyloxypropyl)-1-pyridinyl}-2H-benzo[b]pyran), aqueous solution, C(O)([O-])=O.[Na+] (sodium hydrogen carbonate), O(C1=CC=CC=C1)C(=S)Cl (phenoxythiocarbonyl chloride). The reagents and catalysts are CN(C1=CC=NC=C1)C (4-dimethylaminopyridine). Solvent: C(C)#N (acetonitrile). Yields the product C(#N)C1=CC2=C(OC(C=C2N2C(C=C(C=C2)C(CCO[Si](C)(C)C(C)(C)C)OC(=S)OC2=CC=CC=C2)=O)(C)C)C=C1 (6-cyano-2,2-dimethyl-4-{1,2-dihydro-2-oxo-4-(1-phenoxythiocarbonyloxy-3-t-butyldimethylsilyloxypropyl)-1-pyridinyl}-2H-benzo[ b]pyran). As a reaction SMILES: [C:1]([C:3]1[CH:33]=[CH:32][C:6]2[O:7][C:8]([CH3:31])([CH3:30])[CH:9]=[C:10]([N:11]3[CH:16]=[CH:15][C:14]([CH:17]([OH:28])[CH2:18][CH2:19][O:20][Si:21]([C:24]([CH3:27])([CH3:26])[CH3:25])([CH3:23])[CH3:22])=[CH:13][C:12]3=[O:29])[C:5]=2[CH:4]=1)#[N:2].[O:34]([C:41](Cl)=[S:42])[C:35]1[CH:40]=[CH:39][CH:38]=[CH:37][CH:36]=1.C(=O)([O-])O.[Na+]>C(#N)C.CN(C)C1C=CN=CC=1>[C:1]([C:3]1[CH:33]=[CH:32][C:6]2[O:7][C:8]([CH3:31])([CH3:30])[CH:9]=[C:10]([N:11]3[CH:16]=[CH:15][C:14]([CH:17]([O:28][C:41]([O:34][C:35]4[CH:40]=[CH:39][CH:38]=[CH:37][CH:36]=4)=[S:42])[CH2:18][CH2:19][O:20][Si:21]([C:24]([CH3:26])([CH3:27])[CH3:25])([CH3:23])[CH3:22])=[CH:13][C:12]3=[O:29])[C:5]=2[CH:4]=1)#[N:2] |f:2.3|. Procedure details: In 30 ml of anhydrous acetonitrile, is dissolved 1.46 g of 6-cyano-2,2-dimethyl-4-{2-oxo-4-(1-hydroxy-3-t-butyldimethylsilyloxypropyl)-1-pyridinyl}-2H-benzo[b]pyran obtained in Example 38. Then, 0.73 g of 4-dimethylaminopyridine and 0.79 ml of phenoxythiocarbonyl chloride are added at room temperature, and reacted at that temperature for 6 hours. After stopping the reaction by adding 0.1M aqueous solution of sodium hydrogen carbonate, the reaction mixture is extracted with ether. The organic lay... The reactants are C1(=CC=CC=C1)/C=C/CNC(C(CC=1OC(=CC1)C(NC1=CC=CC=C1)=O)C1=CC=C(C=C1)[N+](=O)[O-])C (N-{(E)-3-phenyl-2-propenyl}-[(1RS,2RS)-1-methyl-2-(4-nitrophenyl)-3-{5-(phenylcarbamoyl)-2-furyl}propyl]amine), O[C@H]([C@H](CC1=CC=C(O1)C(=O)OCC)C1=CC=C(C=C1)[N+](=O)[O-])C (ethyl 5-{(2R,3S)-3-hydroxy-2-(4-nitrophenyl)butyl}-2-furancarboxylate). Yields the product C1(=CC=CC=C1)/C=C/CN[C@@H]([C@H](CC=1OC(=CC1)C(NC1=CC=CC=C1)=O)C1=CC=C(C=C1)[N+](=O)[O-])C (N-{(E)-3-phenyl-2-propenyl}-[(1R,2R)-1-methyl-2-(4-nitrophenyl)-3-{5-(phenylcarbamoyl)-2-furyl}propyl]amine). Reaction SMILES: [C:1]1(/[CH:7]=[CH:8]/[CH2:9][NH:10][CH:11]([CH3:37])[CH:12]([C:28]2[CH:33]=[CH:32][C:31]([N+:34]([O-:36])=[O:35])=[CH:30][CH:29]=2)[CH2:13][C:14]2[O:15][C:16]([C:19](=[O:27])[NH:20][C:21]3[CH:26]=[CH:25][CH:24]=[CH:23][CH:22]=3)=[CH:17][CH:18]=2)[CH:6]=[CH:5][CH:4]=[CH:3][CH:2]=1.O[C@@H](C)[C@@H](C1C=CC([N+]([O-])=O)=CC=1)CC1OC(C(OCC)=O)=CC=1>>[C:1]1(/[CH:7]=[CH:8]/[CH2:9][NH:10][C@H:11]([CH3:37])[C@@H:12]([C:28]2[CH:33]=[CH:32][C:31]([N+:34]([O-:36])=[O:35])=[CH:30][CH:29]=2)[CH2:13][C:14]2[O:15][C:16]([C:19](=[O:27])[NH:20][C:21]3[CH:26]=[CH:25][CH:24]=[CH:23][CH:22]=3)=[CH:17][CH:18]=2)[CH:6]=[CH:5][CH:4]=[CH:3][CH:2]=1. Procedure details: The title compound was prepared in the same manners as in Reference Example 4(3) to (5) by using ethyl 5-{(2R,3S)-3-hydroxy-2-(4-nitrophenyl)butyl}-2-furancarboxylate as the starting material.